From a dataset of the Open Reaction Database (ORD), a public repository of structured organic reaction records. describe an organic reaction: reactants, conditions, products, and yield Procedure details: Intermediate T was prepared from methyl benzo[d]thiazole-6-carboxylate (T-2) following similar procedures for synthesizing intermediate D from D-2, as described above. MS (m/z): 165 (M+1)+. Starting materials: S1C=NC2=C1C=C(C=C2)C(=O)OC (methyl benzo[d]thiazole-6-carboxylate), Cl.S1C(=CC=2C=NC=CC21)CN (Thieno[3,2-c]pyridin-2-ylmethanamine hydrochloride). The product is S1C=NC2=C1C=C(C=C2)CN (Benzo[d]thiazol-6-ylmethanamine). Reaction SMILES: [S:1]1[C:5]2[CH:6]=[C:7]([C:10](OC)=O)[CH:8]=[CH:9][C:4]=2[N:3]=[CH:2]1.Cl.S1C2C=C[N:20]=CC=2C=C1CN>>[S:1]1[C:5]2[CH:6]=[C:7]([CH2:10][NH2:20])[CH:8]=[CH:9][C:4]=2[N:3]=[CH:2]1 |f:1.2|.